describe an organic reaction: reactants, conditions, products, and yield From a dataset of the Open Reaction Database (ORD), a public repository of structured organic reaction records. Starting materials: C(C)(C)(C)OC(=O)N1CCC(CC1)C1=CC=2C(=CN=C(C2)Cl)O1 (4-(5-chloro-furo[2,3-c]pyridin-2-yl)-piperidine-1-carboxylic acid tert-butyl ester), CS(=O)(=O)CC1=CC=C(C=C1)B(O)O (4-methylsulfonylmethyl-phenylboronic acid). Product: C(C)(C)(C)OC(=O)N1CCC(CC1)C1=CC=2C(=CN=C(C2)C2=CC=C(C=C2)CS(=O)(=O)C)O1 (4-[5-(4-Methanesulfonylmethyl-phenyl)-furo[2,3-c]pyridin-2-yl]-piperidine-1-carboxylic acid tert-butyl ester). RXN SMILES: [C:1]([O:5][C:6]([N:8]1[CH2:13][CH2:12][CH:11]([C:14]2[O:23][C:17]3=[CH:18][N:19]=[C:20](Cl)[CH:21]=[C:16]3[CH:15]=2)[CH2:10][CH2:9]1)=[O:7])([CH3:4])([CH3:3])[CH3:2].[CH3:24][S:25]([CH2:28][C:29]1[CH:34]=[CH:33][C:32](B(O)O)=[CH:31][CH:30]=1)(=[O:27])=[O:26]>>[C:1]([O:5][C:6]([N:8]1[CH2:13][CH2:12][CH:11]([C:14]2[O:23][C:17]3=[CH:18][N:19]=[C:20]([C:32]4[CH:31]=[CH:30][C:29]([CH2:28][S:25]([CH3:24])(=[O:27])=[O:26])=[CH:34][CH:33]=4)[CH:21]=[C:16]3[CH:15]=2)[CH2:10][CH2:9]1)=[O:7])([CH3:4])([CH3:3])[CH3:2]. Procedure: The title compound is prepared from 4-(5-chloro-furo[2,3-c]pyridin-2-yl)-piperidine-1-carboxylic acid tert-butyl ester and 4-methylsulfonylmethyl-phenylboronic acid following a procedure analogous to that described for Example 1; the reaction is conducted at 150° C. LC (method 1): tR=1.26 min; Mass spectrum (ESI+): m/z=471 [M+H]+. Reactants: [Cl-].[NH4+] (ammonium chloride), ClC(=O)OC (methyl chloroformate), solution, C(CCC)[Li] (butyllithium), CCCCCC (hexane), BrC(=CC=1C=C(SC1)C1(C2=C(OC1)C=C1C(CCC(C1=C2)(C)C)(C)C)C)Br (3-[4-(2,2-dibromovinyl)thiophen-2-yl]-3,5,5,8,8-pentamethyl-2,3,5,6,7,8-hexahydronaphtho[2,3-b]furan). Run in C1CCOC1 (THF). Run at time 1 hour. Yields the product CC1(C2=C(OC1)C=C1C(CCC(C1=C2)(C)C)(C)C)C2=CC(=CS2)C#CC(=O)OC (methyl [5-(3,5,5,8,8-pentamethyl-2,3,5,6,7,8-hexahydronaphtho[2,3-b]furan-3-yl)thiophen-3-yl]propynoate). As a reaction SMILES: C([Li])CCC.CCCCCC.Br[C:13](Br)=[CH:14][C:15]1[CH:16]=[C:17]([C:20]2([CH3:37])[CH2:24][O:23][C:22]3[CH:25]=[C:26]4[C:31](=[CH:32][C:21]2=3)[C:30]([CH3:34])([CH3:33])[CH2:29][CH2:28][C:27]4([CH3:36])[CH3:35])[S:18][CH:19]=1.Cl[C:40]([O:42][CH3:43])=[O:41].[Cl-].[NH4+]>C1COCC1>[CH3:37][C:20]1([C:17]2[S:18][CH:19]=[C:15]([C:14]#[C:13][C:40]([O:42][CH3:43])=[O:41])[CH:16]=2)[CH2:24][O:23][C:22]2[CH:25]=[C:26]3[C:31](=[CH:32][C:21]1=2)[C:30]([CH3:34])([CH3:33])[CH2:29][CH2:28][C:27]3([CH3:36])[CH3:35] |f:4.5|. Procedure details: A 2.5 M solution of butyllithium in hexane (0.82 ml, 2.45 mmol) was added to a solution of 3-[4-(2,2-dibromovinyl)thiophen-2-yl]-3,5,5,8,8-pentamethyl-2,3,5,6,7,8-hexahydronaphtho[2,3-b]furan (478 mg, 0.94 mmol) in THF (5 ml) at -78° C. The stirring was continued for 1 h at -78° C. and then methyl chloroformate (80 μl) was added. The mixture was stirred at room temperature for 1 h, treated with a saturated ammonium chloride solution and extracted with ethyl ether. After washing with water, the o... The reactants are CCOC(=O)C1CN(CCOc2ccc(F)cc2)CCN1Cc1ccccc1, CCO, [H][H]. Yields the product CCOC(=O)C1CN(CCOc2ccc(F)cc2)CCN1. As a reaction SMILES: [CH2:1]([c:2]1[cH:3][cH:4][cH:5][cH:6][cH:7]1)[N:8]1[CH:9]([C:24](=[O:25])[O:26][CH2:27][CH3:28])[CH2:10][N:11]([CH2:14][CH2:15][O:16][c:17]2[cH:18][cH:19][c:20]([F:23])[cH:21][cH:22]2)[CH2:12][CH2:13]1.[CH3:31][CH2:32][OH:33].[H:29][H:30]>>[NH:8]1[CH:9]([C:24](=[O:25])[O:26][CH2:27][CH3:28])[CH2:10][N:11]([CH2:14][CH2:15][O:16][c:17]2[cH:18][cH:19][c:20]([F:23])[cH:21][cH:22]2)[CH2:12][CH2:13]1. Starting materials: C=CCBr, COC1(OC)C(=O)Nc2ccccc21, CN(C)C=O, [H-], [Na+]. The product is C=CCN1C(=O)C(OC)(OC)c2ccccc21. Reaction SMILES: [CH2:17]([CH:18]=[CH2:19])[Br:20].[CH3:1][O:2][C:3]1([O:13][CH3:14])[C:4](=[O:12])[NH:5][c:6]2[cH:7][cH:8][cH:9][cH:10][c:11]21.[CH3:21][N:22]([CH3:23])[CH:24]=[O:25].[H-:15].[Na+:16]>>[CH3:1][O:2][C:3]1([O:13][CH3:14])[C:4](=[O:12])[N:5]([CH2:19][CH:18]=[CH2:17])[c:6]2[cH:7][cH:8][cH:9][cH:10][c:11]21. RXN SMILES: [Al+3:42].[CH2:47]([SiH:48]([CH2:49][CH3:50])[CH2:51][CH3:52])[CH3:53].[CH2:54]1[O:55][CH2:56][CH2:57][CH2:58]1.[CH3:1][O:2][c:3]1[cH:4][c:5]([C:15](=[O:16])[c:17]2[c:18]3[c:19]([s:20][c:21]2-[c:22]2[cH:23][cH:24][c:25]([O:28][CH2:29][CH2:30][N:31]4[CH2:32][CH2:33][CH2:34][CH2:35]4)[cH:26][cH:27]2)[cH:36][c:37]([OH:40])[cH:38][cH:39]3)[cH:6][cH:7][c:8]1[CH2:9][N:10]1[CH2:11][CH2:12][CH2:13][CH2:14]1.[Cl:59][CH2:60][Cl:61].[H-:41].[H-:44].[H-:45].[H-:46].[Li+:43]>>[CH3:1][O:2][c:3]1[cH:4][c:5]([CH2:15][c:17]2[c:18]3[c:19]([s:20][c:21]2-[c:22]2[cH:23][cH:24][c:25]([O:28][CH2:29][CH2:30][N:31]4[CH2:32][CH2:33][CH2:34][CH2:35]4)[cH:26][cH:27]2)[cH:36][c:37]([OH:40])[cH:38][cH:39]3)[cH:6][cH:7][c:8]1[CH2:9][N:10]1[CH2:11][CH2:12][CH2:13][CH2:14]1. Starting materials: [Al+3], CC[SiH](CC)CC, C1CCOC1, COc1cc(C(=O)c2c(-c3ccc(OCCN4CCCC4)cc3)sc3cc(O)ccc23)ccc1CN1CCCC1, ClCCl, [H-], [H-], [H-], [H-], [Li+]. Product: COc1cc(Cc2c(-c3ccc(OCCN4CCCC4)cc3)sc3cc(O)ccc23)ccc1CN1CCCC1. As a reaction SMILES: [CH2:35]1[CH2:36][CH2:37][NH:38][CH2:39][CH2:40]1.[CH3:18][c:19]1[cH:20][c:21]([C:26](=[O:27])[N:28]2[CH2:29][CH2:30][N:31]([CH3:34])[CH2:32][CH2:33]2)[c:22]([CH:24]=[O:25])[nH:23]1.[CH3:41][CH2:42][OH:43].[F:1][c:2]1[cH:3][cH:4][c:5](-[c:8]2[c:9]3[c:13]([cH:14][cH:15][cH:16]2)[NH:12][C:11](=[O:17])[CH2:10]3)[cH:6][cH:7]1>>[F:1][c:2]1[cH:3][cH:4][c:5](-[c:8]2[c:9]3[c:13]([cH:14][cH:15][cH:16]2)[NH:12][C:11](=[O:17])[C:10]3=[CH:24][c:22]2[c:21]([C:26](=[O:27])[N:28]3[CH2:29][CH2:30][N:31]([CH3:34])[CH2:32][CH2:33]3)[cH:20][c:19]([CH3:18])[nH:23]2)[cH:6][cH:7]1. Yields the product Cc1cc(C(=O)N2CCN(C)CC2)c(C=C2C(=O)Nc3cccc(-c4ccc(F)cc4)c32)[nH]1. Starting materials: C1CCNCC1, Cc1cc(C(=O)N2CCN(C)CC2)c(C=O)[nH]1, CCO, O=C1Cc2c(cccc2-c2ccc(F)cc2)N1. Starting materials: N1CCC(CC1)N1C=CC2=CC=CC=C12 (1-piperidin-4-yl-1H-indole), C([O-])([O-])=O.[K+].[K+] (potassium carbonate), C1(=CC=C(C=C1)S(=O)(=O)OCC)C (ethyl p-toluenesulfonate). The solvent is C(C)O (ethanol). Conditions: time 15 minute. Product: C(C)N1CCC(CC1)N1C=CC2=CC=CC=C12 (1-(1-Ethyl-piperidin-4-yl)-1H-indole). RXN SMILES: [NH:1]1[CH2:6][CH2:5][CH:4]([N:7]2[C:15]3[C:10](=[CH:11][CH:12]=[CH:13][CH:14]=3)[CH:9]=[CH:8]2)[CH2:3][CH2:2]1.C(=O)([O-])[O-].[K+].[K+].[C:22]1(C)C=CC(S(OCC)(=O)=O)=C[CH:23]=1>C(O)C>[CH2:22]([N:1]1[CH2:6][CH2:5][CH:4]([N:7]2[C:15]3[C:10](=[CH:11][CH:12]=[CH:13][CH:14]=3)[CH:9]=[CH:8]2)[CH2:3][CH2:2]1)[CH3:23] |f:1.2.3|. Procedure details: To a solution of 1-piperidin-4-yl-1H-indole (0.6 g, 3 mmol) in 5 mL of dry ethanol was added anhydrous potassium carbonate (680 mg, 4.9 mmol). After stirring for 15 minutes at ambient temperature, ethyl p-toluenesulfonate (0.48 mL,4.5 mmol) was added. The reaction was heated under reflux for 24 hours with stirring, quenched with water, extracted with methylene chloride (2×), dried and evaporated to give a residue. The residue was chromatographed on silica gel with toluene/acetone (50:50) to yiel...